From a dataset of the Open Reaction Database (ORD), a public repository of structured organic reaction records. describe an organic reaction: reactants, conditions, products, and yield Starting materials: OC1=CC2=C(C(=CO2)CC(=O)O)C=C1 ((6-Hydroxy-1-benzofuran-3-yl)acetic acid), N[C@H](C(O)(C1=CC=CC=C1)C1=CC=CC=C1)C ((S)-2-amino-1,1-diphenylpropan-1-ol), C(C)(C)OC(C)C (isopropyl ether). The solvent is C(C)(=O)OCC (ethyl acetate). Reaction conditions: temperature 60 celsius. Product: N[C@H](C(O)(C1=CC=CC=C1)C1=CC=CC=C1)C.OC1=CC2=C(C(=CO2)CC(=O)O)C=C1 ((6-hydroxy-1-benzofuran-3-yl)acetic acid (S)-2-amino-1,1-diphenylpropan-1-ol salt). The yield is 98.6%. RXN SMILES: [OH:1][C:2]1[CH:14]=[CH:13][C:5]2[C:6]([CH2:9][C:10]([OH:12])=[O:11])=[CH:7][O:8][C:4]=2[CH:3]=1.[NH2:15][C@@H:16]([CH3:31])[C:17]([C:25]1[CH:30]=[CH:29][CH:28]=[CH:27][CH:26]=1)([C:19]1[CH:24]=[CH:23][CH:22]=[CH:21][CH:20]=1)[OH:18].C(OC(C)C)(C)C>C(OCC)(=O)C>[NH2:15][C@@H:16]([CH3:31])[C:17]([C:25]1[CH:30]=[CH:29][CH:28]=[CH:27][CH:26]=1)([C:19]1[CH:24]=[CH:23][CH:22]=[CH:21][CH:20]=1)[OH:18].[OH:1][C:2]1[CH:14]=[CH:13][C:5]2[C:6]([CH2:9][C:10]([OH:12])=[O:11])=[CH:7][O:8][C:4]=2[CH:3]=1 |f:4.5|. Procedure: (6-Hydroxy-1-benzofuran-3-yl)acetic acid (25.00 g) and (S)-2-amino-1,1-diphenylpropan-1-ol (29.57 g) were added to ethyl acetate (175 mL), and the mixture was dissolved by stirring at 60° C. After allowing to cool to room temperature, isopropyl ether (200 mL) was added, and the mixture was stirred for 1 hr. The solid was collected by filtration, and washed with a mixed solvent (1:1, 100 mL) of ethyl acetate-isopropyl ether. The solid was dried under reduced pressure at 50° C. to give the title c...